From a dataset of the Open Reaction Database (ORD), a public repository of structured organic reaction records. describe an organic reaction: reactants, conditions, products, and yield The reactants are BrC=1C(=C(C2=C(N(C(=N2)C)C)C1)N)CC=CC1=CC=CC=C1 (6-bromo-1,2-dimethyl-5-(3-phenyl-allyl)-1H-benzimidazol-4-ylamine), [OH-].[Na+] (sodium hydroxide). The solvent is P(O)(O)(O)=O (phosphoric acid). Run at temperature 130 celsius. Yields the product BrC=1C=2CCC(NC2C2=C(C1)N(C(=N2)C)C)C2=CC=CC=C2 (5-Bromo-2,3-dimethyl-8-phenyl-6,7,8,9-tetrahydro-3H-imidazo[4,5-h]quinoline). Isolated yield 85.2%. As a reaction SMILES: [Br:1][C:2]1[C:3]([CH2:14][CH:15]=[CH:16][C:17]2[CH:22]=[CH:21][CH:20]=[CH:19][CH:18]=2)=[C:4]([NH2:13])[C:5]2[N:9]=[C:8]([CH3:10])[N:7]([CH3:11])[C:6]=2[CH:12]=1.[OH-].[Na+]>P(=O)(O)(O)O>[Br:1][C:2]1[C:3]2[CH2:14][CH2:15][CH:16]([C:17]3[CH:18]=[CH:19][CH:20]=[CH:21][CH:22]=3)[NH:13][C:4]=2[C:5]2[N:9]=[C:8]([CH3:10])[N:7]([CH3:11])[C:6]=2[CH:12]=1 |f:1.2|. Procedure details: A suspension of 2.0 g (5.6 mmol) 6-bromo-1,2-dimethyl-5-(3-phenyl-allyl)-1H-benzimidazol-4-ylamine in 10 ml phosphoric acid (85%) was heated to 130° C. for 20 min. The solution was poured onto crushed ice and the pH adjusted to pH=9 by the addition of 6N sodium hydroxide solution. The mixture was extracted with dichloromethane/methanol (10:1), the organic phase was separated, dried over anhydrous magnesium sulphate and evaporated. The residue was purified by column chromatography on silica gel (...